Task: describe an organic reaction: reactants, conditions, products, and yield. Dataset: the Open Reaction Database (ORD), a public repository of structured organic reaction records Product: NC1(CCC(CC1)OC1=NC=NC=2SC=3CC[C@@H](C3C12)CC(=O)N)C (2-[(3R)-12-[(4-amino-4-methylcyclohexyl)oxy]-7-thia-9,11-diazatricyclo[6.4.0.0[2,6]]dodeca-1(8),2(6),9,11-tetraen-3-yl]acetamide). Run in ClCCl (dichloromethane). Reaction conditions: time 2 hour. RXN SMILES: [C:1]([CH2:4][C@H:5]1[CH2:16][CH2:15][C:14]2[S:13][C:12]3[N:11]=[CH:10][N:9]=[C:8]([O:17][CH:18]4[CH2:23][CH2:22][C:21]([NH:25]C(=O)OC(C)(C)C)([CH3:24])[CH2:20][CH2:19]4)[C:7]=3[C:6]1=2)(=[O:3])[NH2:2].Cl>ClCCl>[NH2:25][C:21]1([CH3:24])[CH2:20][CH2:19][CH:18]([O:17][C:8]2[C:7]3[C:6]4[C@@H:5]([CH2:4][C:1]([NH2:2])=[O:3])[CH2:16][CH2:15][C:14]=4[S:13][C:12]=3[N:11]=[CH:10][N:9]=2)[CH2:23][CH2:22]1. Procedure: A solution of tert-butyl N-(4-[[(3R)-3-(carbamoylmethyl)-7-thia-9,11-diazatricyclo[6.4.0.0[2,6]]dodeca-1(8),2 (6),9,11-tetraen-12-yl]oxy]-1-methylcyclohexyl)carbamate (100 mg, 0.22 mmol, 1.00 equiv) in dichloromethane (5.0 mL) was added hydrochloric acid (6 N, 0.3 mL) at 0° C. The resulting solution was stirred for 2 h at room temperature and concentrated under vacuum. The crude product (90 mg) was purified by preparative HPLC under the following conditions (Waters): column: XBridge Prep C18 OBD... Starting materials: C(N)(=O)C[C@@H]1C=2C=3C(=NC=NC3SC2CC1)OC1CCC(CC1)(C)NC(OC(C)(C)C)=O (tert-butyl N-(4-[[(3R)-3-(carbamoylmethyl)-7-thia-9,11-diazatricyclo[6.4.0.0[2,6]]dodeca-1(8),2 (6),9,11-tetraen-12-yl]oxy]-1-methylcyclohexyl)carbamate), Cl (hydrochloric acid). Reactants: ClC1=NC2=CC=CC=C2C=C1C=O (2-Chloro-3-quinolinecarboxaldehyde), C(#N)[BH3-].[Na+] (Sodium cyanoborohydride), C(=O)(O)[O-].[Na+] (NaHCO3), C(C)N (ethylamine), C(C)(=O)O (acetic acid). Solvent: CO (MeOH). Run at time 30 minute. Product: ClC1=NC2=CC=CC=C2C=C1CNCC ((2-Chloro-quinolin-3-ylmethyl)-ethyl-amine). As a reaction SMILES: [Cl:1][C:2]1[C:11]([CH:12]=O)=[CH:10][C:9]2[C:4](=[CH:5][CH:6]=[CH:7][CH:8]=2)[N:3]=1.[CH2:14]([NH2:16])[CH3:15].C(O)(=O)C.C([BH3-])#N.[Na+].C([O-])(O)=O.[Na+]>CO>[Cl:1][C:2]1[C:11]([CH2:12][NH:16][CH2:14][CH3:15])=[CH:10][C:9]2[C:4](=[CH:5][CH:6]=[CH:7][CH:8]=2)[N:3]=1 |f:3.4,5.6|. Procedure: 2-Chloro-3-quinolinecarboxaldehyde (2.0 g, 10.4 mmol), ethylamine (2M in MeOH, 5.2 mL, 10.4 mmol), and acetic acid (0.65 mL, 11.4 mmol) were combined in MeOH (15 mL) and stirred at room temperature for 30 minutes until all materials were completely dissolved. Sodium cyanoborohydride (1.31 g, 20.9 mmol) was added portionwise over 5 minutes, and the reaction was stirred for 1 hour. The mixture was worked-up with saturated aqueous NaHCO3 and extracted with CH2Cl2, and the residue was purified by si... The reactants are C1(C=CCCC1)=O (cyclohexen-1-one), C1(=CC=CC=C1)P(C1=C(C2=CC=CC=C2C=C1)C1=C(C=CC2=CC=CC=C12)P(C1=CC=CC=C1)C1=CC=CC=C1)C1=CC=CC=C1 (racemic 2,2′-bis(diphenylphosphino)-1,1′-binaphthyl), C(C)(C)(C)C1=CC=C(C=C1)B(O)O (4-tert-butylphenylboronic acid). The reagents and catalysts are C/C(=C/C(=O)C)/O.C=C.C=C.[Rh] (acetylacetonatobis(ethylene)rhodium(I)). Run in O1CCOCC1.O (dioxane H2O). Run at temperature 100 celsius. Yields the product C(C)(C)(C)C1=CC=C(C=C1)C1CC(CCC1)=O (3-(4-tert-butylphenyl)cyclohexanone). Yield: 61.1%. Reaction SMILES: [C:1]1(=[O:7])[CH2:6][CH2:5][CH2:4][CH:3]=[CH:2]1.C1(P(C2C=CC=CC=2)C2C=CC3C(=CC=CC=3)C=2C2C3C(=CC=CC=3)C=CC=2P(C2C=CC=CC=2)C2C=CC=CC=2)C=CC=CC=1.[C:54]([C:58]1[CH:63]=[CH:62][C:61](B(O)O)=[CH:60][CH:59]=1)([CH3:57])([CH3:56])[CH3:55]>C/C(/O)=C/C(C)=O.C=C.C=C.[Rh].O1CCOCC1.O>[C:54]([C:58]1[CH:63]=[CH:62][C:61]([CH:3]2[CH2:4][CH2:5][CH2:6][C:1](=[O:7])[CH2:2]2)=[CH:60][CH:59]=1)([CH3:57])([CH3:56])[CH3:55] |f:3.4.5.6,7.8|. Reported procedure: To a 40 mL microwave flask containing 10/1 dioxane/H2O (22 mL) was added cyclohexen-1-one (1.35 g, 14.0 mmol), acetylacetonatobis(ethylene)rhodium(I) (0.36 g, 1.40 mmol), racemic 2,2′-bis(diphenylphosphino)-1,1′-binaphthyl (0.88 g, 1.40 mmol) and 4-tert-butylphenylboronic acid (5.0 g, 28.0 mmol). The reaction mixture was heated in the microwave at 100° C. for 20 minutes. The material was poured into a separatory funnel and extracted with ethyl acetate (150 mL), washed with saturated aqueous NaHC... Reactants: CCCCNc1c2ccccc2nn1-c1ccc(Cl)cc1, O=C=NC1CCCCC1. Product: CCCCN(C(=O)NC1CCCCC1)c1c2ccccc2nn1-c1ccc(Cl)cc1. RXN SMILES: [CH2:1]([CH2:2][CH2:3][CH3:4])[NH:5][c:6]1[n:7](-[c:15]2[cH:16][cH:17][c:18]([Cl:21])[cH:19][cH:20]2)[n:8][c:9]2[cH:10][cH:11][cH:12][cH:13][c:14]12.[CH:22]1([N:28]=[C:29]=[O:30])[CH2:23][CH2:24][CH2:25][CH2:26][CH2:27]1>>[CH2:1]([CH2:2][CH2:3][CH3:4])[N:5]([c:6]1[n:7](-[c:15]2[cH:16][cH:17][c:18]([Cl:21])[cH:19][cH:20]2)[n:8][c:9]2[cH:10][cH:11][cH:12][cH:13][c:14]12)[C:29]([NH:28][CH:22]1[CH2:23][CH2:24][CH2:25][CH2:26][CH2:27]1)=[O:30]. The reactants are BrB(Br)Br, ClCCl, COc1ccc2cc(I)ccc2c1, O. The product is Oc1ccc2cc(I)ccc2c1. RXN SMILES: [B:1]([Br:2])([Br:3])[Br:4].[Cl:19][CH2:20][Cl:21].[I:5][c:6]1[cH:7][c:8]2[cH:9][cH:10][c:11]([O:16][CH3:17])[cH:12][c:13]2[cH:14][cH:15]1.[OH2:18]>>[I:5][c:6]1[cH:7][c:8]2[cH:9][cH:10][c:11]([OH:16])[cH:12][c:13]2[cH:14][cH:15]1. As a reaction SMILES: [ClH:1].[ClH:31].[F:6][c:7]1[cH:8][cH:9][c:10]([O:11][c:12]2[c:13]([C:14](=[O:15])[O:16][CH3:17])[cH:18][cH:19][c:20]([S:22]([F:23])([F:24])([F:25])([F:26])[F:27])[cH:21]2)[cH:28][cH:29]1.[NH2:2][C:3](=[NH:4])[NH2:5].[O:32]=[CH:33][N:34]([CH3:35])[CH3:36].[OH2:30]>>[NH:2]=[C:3]([NH:4][C:14]([c:13]1[c:12]([O:11][c:10]2[cH:9][cH:8][c:7]([F:6])[cH:29][cH:28]2)[cH:21][c:20]([S:22]([F:23])([F:24])([F:25])([F:26])[F:27])[cH:19][cH:18]1)=[O:15])[NH2:5]. Starting materials: Cl, Cl, COC(=O)c1ccc(S(F)(F)(F)(F)F)cc1Oc1ccc(F)cc1, N=C(N)N, CN(C)C=O, O. Yields the product N=C(N)NC(=O)c1ccc(S(F)(F)(F)(F)F)cc1Oc1ccc(F)cc1. The reactants are [Br-].[Br-].[N+](=O)([O-])C1=CC=C(C=C1)N1CC(CC1)[N+]1=CN(C=C1)CCC[N+]1=CN(C=C1)C1CN(CC1)C1=CC=C(C=C1)[N+](=O)[O-] (3-[1-(4-nitrophenyl)pyrrolidin-3-yl]-1-(3-{1-[1-(4-nitrophenyl)pyrrolidin-3-yl]-1H-imidazol-3-ium-3-yl}propyl)-1H-imidazol-3-ium dibromide). The reagents and catalysts are [Pd] (palladium-on-charcoal). Run in O (water), C(C)O (ethanol). Yields the product [Br-].[Br-].NC1=CC=C(C=C1)N1CC(CC1)[N+]1=CN(C=C1)CCC[N+]1=CN(C=C1)C1CN(CC1)C1=CC=C(C=C1)N (3-[1-(4-aminophenyl)pyrrolidin-3-yl]-1-(3-{1-[1-(4-aminophenyl)pyrrolidin-3-yl]-1H-imidazol-3-ium-3-yl}propyl)-1H-imidazol-3-ium dibromide). As a reaction SMILES: [Br-:1].[Br-].[N+:3]([C:6]1[CH:11]=[CH:10][C:9]([N:12]2[CH2:16][CH2:15][CH:14]([N+:17]3[CH:21]=[CH:20][N:19]([CH2:22][CH2:23][CH2:24][N+:25]4[CH:29]=[CH:28][N:27]([CH:30]5[CH2:34][CH2:33][N:32]([C:35]6[CH:40]=[CH:39][C:38]([N+:41]([O-])=O)=[CH:37][CH:36]=6)[CH2:31]5)[CH:26]=4)[CH:18]=3)[CH2:13]2)=[CH:8][CH:7]=1)([O-])=O>O.C(O)C.[Pd]>[Br-:1].[Br-:1].[NH2:3][C:6]1[CH:11]=[CH:10][C:9]([N:12]2[CH2:16][CH2:15][CH:14]([N+:17]3[CH:21]=[CH:20][N:19]([CH2:22][CH2:23][CH2:24][N+:25]4[CH:29]=[CH:28][N:27]([CH:30]5[CH2:34][CH2:33][N:32]([C:35]6[CH:36]=[CH:37][C:38]([NH2:41])=[CH:39][CH:40]=6)[CH2:31]5)[CH:26]=4)[CH:18]=3)[CH2:13]2)=[CH:8][CH:7]=1 |f:0.1.2,6.7.8|. Reported procedure: 3.2 g (0.0044 mol) of derivative (4) above dissolved in a mixture of 60 ml of water/300 ml of ethanol were hydrogenated in the presence of palladium-on-charcoal under a hydrogen pressure of 9 bar and at 75° C. After filtering off the catalyst, the expected derivative (5) was isolated in the form of the hydrobromide. 3.4 g of white powder were obtained; 94% yield. The reactants are CNN, O=C(CCl)N1CCC(c2nc(C3=NOC(c4c(F)cccc4F)C3)cs2)CC1, C1CCOC1. Yields the product CN(N)CC(=O)N1CCC(c2nc(C3=NOC(c4c(F)cccc4F)C3)cs2)CC1. As a reaction SMILES: [CH3:1][NH:2][NH2:3].[Cl:4][CH2:5][C:6](=[O:7])[N:8]1[CH2:9][CH2:10][CH:11]([c:14]2[s:15][cH:16][c:17]([C:19]3=[N:20][O:21][CH:22]([c:24]4[c:25]([F:31])[cH:26][cH:27][cH:28][c:29]4[F:30])[CH2:23]3)[n:18]2)[CH2:12][CH2:13]1.[O:32]1[CH2:33][CH2:34][CH2:35][CH2:36]1>>[CH3:1][N:2]([NH2:3])[CH2:5][C:6](=[O:7])[N:8]1[CH2:9][CH2:10][CH:11]([c:14]2[s:15][cH:16][c:17]([C:19]3=[N:20][O:21][CH:22]([c:24]4[c:25]([F:31])[cH:26][cH:27][cH:28][c:29]4[F:30])[CH2:23]3)[n:18]2)[CH2:12][CH2:13]1. Reactants: FC1=C(C=C(C=C1)C(CC(C(F)(F)F)=O)=O)C(F)(F)F (1-(4-fluoro-3-trifluoromethyl-phenyl)-4,4,4-trifluoro-butane-1,3-dione), 4-fluoro3-trifluoromethyl-acetophenone, NC1=NNC=C1C#N (3-amino-4-cyano-pyrazole). The product is FC1=C(C=C(C=C1)C1=NC=2N(C(=C1)C(F)(F)F)N=CC2C#N)C(F)(F)F (5-(4-Fluoro-3-trifluoromethyl-phenyl)-7-trifluoromethyl-pyrazolo[1,5-a]pyrimidine-3-carbonitrile). The yield is 38.5%. As a reaction SMILES: [F:1][C:2]1[CH:7]=[CH:6][C:5]([C:8](=O)[CH2:9][C:10](=O)[C:11]([F:14])([F:13])[F:12])=[CH:4][C:3]=1[C:17]([F:20])([F:19])[F:18].[NH2:21][C:22]1[C:26]([C:27]#[N:28])=[CH:25][NH:24][N:23]=1>>[F:1][C:2]1[CH:7]=[CH:6][C:5]([C:8]2[CH:9]=[C:10]([C:11]([F:14])([F:13])[F:12])[N:23]3[N:24]=[CH:25][C:26]([C:27]#[N:28])=[C:22]3[N:21]=2)=[CH:4][C:3]=1[C:17]([F:20])([F:19])[F:18]. Procedure: Reaction of 1-(4-fluoro-3-trifluoromethyl-phenyl)-4,4,4-trifluoro-butane-1,3-dione (302 mg, 1.0 mmol), prepared from commercially available 4-fluoro3-trifluoromethyl-acetophenone according to general procedure A, and 3-amino-4-cyano-pyrazole (108 mg, 1.0 mmol) according to general procedure B yielded the title compound as an off-white solid (144 mg, 38%). MS (ISP) 375.0 [(M+H)+]; mp 204° C.